Dataset: the Open Reaction Database (ORD), a public repository of structured organic reaction records. Task: describe an organic reaction: reactants, conditions, products, and yield Yields the product 1-imino-5,6-dichloro, Cl.C1NCC2=CC=CC=C12 (isoindoline hydrochloride). Reported procedure: Following the procedure described in Example 9, part B above but using equivalent amount of 5,6-dichloro-1,3-diiminoisoindoline and 2-(5-phenylpentylamino)-4-imino-2-thiazoline hydrochloride in place of the 1,3-diiminosioindoline and 2-piperidino-4-imino-2-thiazoline hydrochloride respctively, there is obtained as the product 1-imino-5,6-dichloro-3-[2-(5-phenylpentylamino)-4-imino-2-thiazolin-5-ylidene[isoindoline hydrochloride. RXN SMILES: [Cl:1][C:2]1[CH:3]=[C:4]2[C:8](=[CH:9][C:10]=1Cl)[C:7](=N)[NH:6][C:5]2=N.Cl.C1(CCCCCNC2SCC(=N)N=2)C=CC=CC=1.Cl.N1(C2SCC(=N)N=2)CCCCC1>>[ClH:1].[CH2:5]1[C:4]2[C:8](=[CH:9][CH:10]=[CH:2][CH:3]=2)[CH2:7][NH:6]1 |f:1.2,3.4,5.6|. Reactants: Cl.N1(CCCCC1)C=1SCC(N1)=N (2-piperidino-4-imino-2-thiazoline hydrochloride), ClC=1C=C2C(NC(C2=CC1Cl)=N)=N (5,6-dichloro-1,3-diiminoisoindoline), Cl.C1(=CC=CC=C1)CCCCCNC=1SCC(N1)=N (2-(5-phenylpentylamino)-4-imino-2-thiazoline hydrochloride).